Dataset: the Open Reaction Database (ORD), a public repository of structured organic reaction records. Task: describe an organic reaction: reactants, conditions, products, and yield Reactants: ice water, Cl.NNC(=O)N (semicarbazide hydrochloride), CC(C(=O)OC)(C(C(=O)OC)=O)C (dimethyl 2,2-dimethyl-3-oxobutanedioate), C(C)(=O)[O-].[Na+] (sodium acetate). Run in O (water). Run at time 2 day. Product: C(N)(=O)NN=C(C(C(=O)OC)(C)C)C(=O)OC (Dimethyl 3-(2-carbamoylhydrazinylidene)-2,2-dimethylbutanedioate). RXN SMILES: Cl.[NH2:2][NH:3][C:4]([NH2:6])=[O:5].[CH3:7][C:8]([CH3:19])([C:13](=O)[C:14]([O:16][CH3:17])=[O:15])[C:9]([O:11][CH3:12])=[O:10].C([O-])(=O)C.[Na+]>O>[C:4]([NH:3][N:2]=[C:13]([C:14]([O:16][CH3:17])=[O:15])[C:8]([CH3:19])([CH3:7])[C:9]([O:11][CH3:12])=[O:10])(=[O:5])[NH2:6] |f:0.1,3.4|. Procedure details: 10 g (90 mmol) of semicarbazide hydrochloride, 15.5 g (82 mmol) of dimethyl 2,2-dimethyl-3-oxobutanedioate and 8.1 g (82 mmol) of sodium acetate were stirred in 135 ml of water at RT overnight and left to stand for two days. The mixture was cooled with ice-water, and the colourless precipitate was filtered off, washed with a little water and dried. Reactants: C(#N)C1=CC2=C(N=CN2)C=C1 (5-cyanobenzimidazole), C(C)(C)(C)NS(=O)(=O)C1=C(C=CC=C1)C1=CC=C(C=C1)NC(=O)CCl ((4-(2-tert-butylaminosulfonylphenyl)phenyl-aminocarbonyl]methylene chloride), C(=O)([O-])[O-].[K+].[K+] (K2CO3). Solvent: CN(C)C=O (DMF). Yields the product C(C)(C)(C)NS(=O)(=O)C1=C(C=CC=C1)C1=CC=C(C=C1)NC(=O)CC=1NC2=C(N1)C=CC(=C2)C#N ([4-(2-tert-butylaminosulfonylphenyl)phenylaminocarbonyl]methyl-5-cyanobenzimidazole). Yield: 16.4%. RXN SMILES: [C:1]([C:3]1[CH:11]=[CH:10][C:6]2[N:7]=[CH:8][NH:9][C:5]=2[CH:4]=1)#[N:2].[C:12]([NH:16][S:17]([C:20]1[CH:25]=[CH:24][CH:23]=[CH:22][C:21]=1[C:26]1[CH:31]=[CH:30][C:29]([NH:32][C:33]([CH2:35]Cl)=[O:34])=[CH:28][CH:27]=1)(=[O:19])=[O:18])([CH3:15])([CH3:14])[CH3:13].C([O-])([O-])=O.[K+].[K+]>CN(C=O)C>[C:12]([NH:16][S:17]([C:20]1[CH:25]=[CH:24][CH:23]=[CH:22][C:21]=1[C:26]1[CH:27]=[CH:28][C:29]([NH:32][C:33]([CH2:35][C:8]2[NH:9][C:5]3[CH:4]=[C:3]([C:1]#[N:2])[CH:11]=[CH:10][C:6]=3[N:7]=2)=[O:34])=[CH:30][CH:31]=1)(=[O:18])=[O:19])([CH3:15])([CH3:13])[CH3:14] |f:2.3.4|. Reported procedure: Alkylation of 5-cyanobenzimidazole (2 mmol) with (4-(2-tert-butylaminosulfonylphenyl)phenyl-aminocarbonyl]methylene chloride (2 mmol) in DMF (10 mL) and K2CO3 (4 mmol) at r.t. over 16 hours, followed by purification on thin layer TLC plates, and further isolation by HPLC gave [4-(2-tert-butylaminosulfonylphenyl)phenylaminocarbonyl]methyl-6-cyanobenzimidazole (240 mg, 56%) and [4-(2-tert-butylaminosulfonylphenyl)phenylaminocarbonyl]methyl-5-cyanobenzimidazole (160 mg, 37%). Yield: 50.8%. Procedure details: To (2-propylmercapto)acetic acid (44.3 mg, 0.33 mmol) in the THF (3 mL) at 0°(b) was added N-methylmorpholine (37 microliters, 0.34 mmol) followed by isobutylchloroformate (43 microliters, 0.33 mmol). The mixture was stirred at 0° C. for 15 minutes and (3S,4S)-1-amino-3-hydroxy-4-t-butyloxycarbonylamino-5-cyclohexylpentane (51.0 mg, 0.17 mmol) was added followed by stirring at 0° C. for 15 minutes and at 25° C. for 2 hours. The mixture was poured into ethyl acetate, washed with 0.5 M H3PO4, 2 M ... Reactants: CC(C)SCC(=O)O ((2-propylmercapto)acetic acid), ( b ), CN1CCOCC1 (N-methylmorpholine), C(C(C)C)OC(=O)Cl (isobutylchloroformate), NCC[C@@H]([C@H](CC1CCCCC1)NC(=O)OC(C)(C)C)O ((3S,4S)-1-amino-3-hydroxy-4-t-butyloxycarbonylamino-5-cyclohexylpentane). Conditions: temperature 0 celsius, time 15 minute. As a reaction SMILES: C[CH:2]([S:4][CH2:5][C:6]([OH:8])=O)[CH3:3].[CH3:9]N1CCOCC1.C(OC(Cl)=O)C(C)C.[NH2:24][CH2:25][CH2:26][C@H:27]([OH:44])[C@@H:28]([NH:36][C:37]([O:39][C:40]([CH3:43])([CH3:42])[CH3:41])=[O:38])[CH2:29][CH:30]1[CH2:35][CH2:34][CH2:33][CH2:32][CH2:31]1>C1COCC1.C(OCC)(=O)C>[CH2:2]([S:4][CH2:5][C:6]([NH:24][CH2:25][CH2:26][C@H:27]([OH:44])[C@@H:28]([NH:36][C:37]([O:39][C:40]([CH3:41])([CH3:43])[CH3:42])=[O:38])[CH2:29][CH:30]1[CH2:31][CH2:32][CH2:33][CH2:34][CH2:35]1)=[O:8])[CH2:3][CH3:9]. The solvent is C1CCOC1 (THF), C(C)(=O)OCC (ethyl acetate). Product: C(CC)SCC(=O)NCC[C@@H]([C@H](CC1CCCCC1)NC(=O)OC(C)(C)C)O ((3S,4S)-1-(2-propylmercaptoacetylamino)-3-hydroxy-4-tertbutyloxycarbonylamino-5-cyclohexylpentane). Reactants: CCCCSc1nc[nH]n1, CC(=O)O, OO. Product: CCCCS(=O)c1nc[nH]n1. As a reaction SMILES: [CH2:1]([CH2:2][CH2:3][CH3:4])[S:5][c:6]1[n:7][nH:8][cH:9][n:10]1.[CH3:13][C:14](=[O:15])[OH:16].[OH:11][OH:12]>>[CH2:1]([CH2:2][CH2:3][CH3:4])[S:5]([c:6]1[n:7][nH:8][cH:9][n:10]1)=[O:11]. Reactants: O=Cc1cc(Br)cs1, C[O-], COC(=O)CN=[N+]=[N-], CO, [Na+]. The product is COC(=O)C(=Cc1cc(Br)cs1)N=[N+]=[N-]. As a reaction SMILES: [Br:9][c:10]1[cH:11][c:12]([CH:15]=[O:16])[s:13][cH:14]1.[CH3:17][O-:18].[CH3:1][O:2][C:3]([CH2:4][N:5]=[N+:6]=[N-:7])=[O:8].[CH3:20][OH:21].[Na+:19]>>[CH3:1][O:2][C:3]([C:4]([N:5]=[N+:6]=[N-:7])=[CH:15][c:12]1[cH:11][c:10]([Br:9])[cH:14][s:13]1)=[O:8]. Reactants: BrC=1C(=NC=C(C1)S(=O)(=O)N(C)C)C(C(=O)OCC)C(=O)OCC (Diethyl {3-bromo-5-[(dimethylamino)sulfonyl]pyridin-2-yl}malonate), solution, Cl (HCl). The solvent is O (water). Yields the product BrC=1C=C(C=NC1C)S(=O)(=O)N(C)C (5-bromo-N,N,6-trimethylpyridine-3-sulfonamide). Yield: 86.1%. Reaction SMILES: [Br:1][C:2]1[C:3]([CH:14](C(OCC)=O)C(OCC)=O)=[N:4][CH:5]=[C:6]([S:8]([N:11]([CH3:13])[CH3:12])(=[O:10])=[O:9])[CH:7]=1.Cl>O>[Br:1][C:2]1[CH:7]=[C:6]([S:8]([N:11]([CH3:12])[CH3:13])(=[O:10])=[O:9])[CH:5]=[N:4][C:3]=1[CH3:14]. Reported procedure: Diethyl {3-bromo-5-[(dimethylamino)sulfonyl]pyridin-2-yl}malonate (222 mg; 0.52 mmol) was treated with a 5 N solution of HCl in water (11 ml) and the resulting solution was refluxed for 6 h. The solvent was removed under reduced pressure, and the solid residue was carefully quenched with a saturated Na2CO3 solution in water. The resulting suspension was extracted with AcOEt. The organic phase was washed with brine, dried on MgSO4, filtered and concentrated under reduced pressure to give the titl...